This data is from the Open Reaction Database (ORD), a public repository of structured organic reaction records. The task is: describe an organic reaction: reactants, conditions, products, and yield Reactants: C1CCOC1, COc1cc2ncnc(Sc3cccc(N)c3)c2cc1OC, COc1cc(NC(=O)Oc2ccccc2)cc(C(F)(F)F)c1, CN(C)c1ccncc1, CCOC(C)=O, CCN(C(C)C)C(C)C. Yields the product COc1cc(NC(=O)Nc2cccc(Sc3ncnc4cc(OC)c(OC)cc34)c2)cc(C(F)(F)F)c1. Reaction SMILES: [CH2:54]1[O:55][CH2:56][CH2:57][CH2:58]1.[CH3:1][O:2][c:3]1[cH:4][c:5]2[c:6]([S:15][c:16]3[cH:17][c:18]([NH2:19])[cH:20][cH:21][cH:22]3)[n:7][cH:8][n:9][c:10]2[cH:11][c:12]1[O:13][CH3:14].[CH3:23][O:24][c:25]1[cH:26][c:27]([NH:35][C:36]([O:37][c:39]2[cH:40][cH:41][cH:42][cH:43][cH:44]2)=[O:38])[cH:28][c:29]([C:31]([F:32])([F:33])[F:34])[cH:30]1.[CH3:59][N:60]([CH3:61])[c:62]1[cH:63][cH:64][n:65][cH:66][cH:67]1.[CH3:68][CH2:69][O:70][C:71]([CH3:72])=[O:73].[CH:45]([N:46]([CH:47]([CH3:48])[CH3:49])[CH2:50][CH3:51])([CH3:52])[CH3:53]>>[CH3:1][O:2][c:3]1[cH:4][c:5]2[c:6]([S:15][c:16]3[cH:17][c:18]([NH:19][C:36]([NH:35][c:27]4[cH:26][c:25]([O:24][CH3:23])[cH:30][c:29]([C:31]([F:32])([F:33])[F:34])[cH:28]4)=[O:37])[cH:20][cH:21][cH:22]3)[n:7][cH:8][n:9][c:10]2[cH:11][c:12]1[O:13][CH3:14]. Reactants: CS(=O)(=O)Cl, ClCCl, OC(CCCl)c1ccccc1. Product: CS(=O)(=O)OC(CCCl)c1ccccc1. RXN SMILES: [CH3:12][S:13]([Cl:14])(=[O:15])=[O:16].[Cl:17][CH2:18][Cl:19].[Cl:1][CH2:2][CH2:3][CH:4]([OH:5])[c:6]1[cH:7][cH:8][cH:9][cH:10][cH:11]1>>[Cl:1][CH2:2][CH2:3][CH:4]([O:5][S:13]([CH3:12])(=[O:15])=[O:16])[c:6]1[cH:7][cH:8][cH:9][cH:10][cH:11]1. Reactants: O=C1CCC(CC1)NC1=C(C(=NC=C1)C)OCC (4-(4-oxocyclohexylamino)-3-ethoxy-2-methylpyridine), [Cl-].C1(CCCCC1)CCC[P+](C1=CC=CC=C1)(C1=CC=CC=C1)C1=CC=CC=C1 (3-cyclohexylpropyltriphenylphosphonium chloride). The product is C1(CCCCC1)CCC=C1CCC(CC1)NC1=C(C(=NC=C1)C)OCC (4-[4-(3-Cyclohexylpropylidene)cyclohexylamino]-3-ethoxy-2-methylpyridine). Isolated yield 42.0%. Reaction SMILES: O=[C:2]1[CH2:7][CH2:6][CH:5]([NH:8][C:9]2[CH:14]=[CH:13][N:12]=[C:11]([CH3:15])[C:10]=2[O:16][CH2:17][CH3:18])[CH2:4][CH2:3]1.[Cl-].[CH:20]1([CH2:26][CH2:27][CH2:28][P+](C2C=CC=CC=2)(C2C=CC=CC=2)C2C=CC=CC=2)[CH2:25][CH2:24][CH2:23][CH2:22][CH2:21]1>>[CH:20]1([CH2:26][CH2:27][CH:28]=[C:2]2[CH2:7][CH2:6][CH:5]([NH:8][C:9]3[CH:14]=[CH:13][N:12]=[C:11]([CH3:15])[C:10]=3[O:16][CH2:17][CH3:18])[CH2:4][CH2:3]2)[CH2:25][CH2:24][CH2:23][CH2:22][CH2:21]1 |f:1.2|. Reported procedure: Preparation was carried out analogously to Example 27 from 4-(4-oxocyclohexylamino)-3-ethoxy-2-methylpyridine and 3-cyclohexylpropyltriphenylphosphonium chloride. Yield: 42% Starting materials: COC1=CC2=C(C=C1)C1(C(NC3=CC=CC=C13)=O)CO2 (6-methoxyspiro[1-benzofuran-3,3′-indol]-2′(1′H)-one), BrCC1OCCCC1 (2-(bromomethyl)tetrahydro-2H-pyran), N1C(C2(C3=CC=CC=C13)C1=C(OC2)C=C2OCCC2=C1)=O (5,6-dihydrospiro[benzo[1,2-b:5,4-b′]difuran-3,3′-indol]-2′(1′H)-one), CC1=CC=C(C=C1)S(=O)(=O)OC[C@@H]1OCCC1 ((R)-(tetrahydrofuran-2-yl)methyl 4-methylbenzenesulfonate). The product is COC1=CC2=C(C=C1)C1(C(N(C3=CC=CC=C13)C[C@@H]1OCCC1)=O)CO2 (6-methoxy-1′-[(2R)-tetrahydrofuran-2-ylmethyl]spiro[1-benzofuran-3,3′-indol]-2′(1′H)-one). As a reaction SMILES: [CH3:1][O:2][C:3]1[CH:8]=[CH:7][C:6]2[C:9]3([CH2:19][O:20][C:5]=2[CH:4]=1)[C:17]1[C:12](=[CH:13][CH:14]=[CH:15][CH:16]=1)[NH:11][C:10]3=[O:18].N1C2C(=CC=CC=2)[C:23]2([CH2:33][O:32][C:31]3[CH:34]=C4C(=C[C:30]2=3)CCO4)C1=O.CC1C=CC(S(OC[C@H]2CCCO2)(=O)=O)=CC=1.BrCC1CCCCO1>>[CH3:1][O:2][C:3]1[CH:8]=[CH:7][C:6]2[C:9]3([CH2:19][O:20][C:5]=2[CH:4]=1)[C:17]1[C:12](=[CH:13][CH:14]=[CH:15][CH:16]=1)[N:11]([CH2:34][C@H:31]1[CH2:30][CH2:23][CH2:33][O:32]1)[C:10]3=[O:18]. Procedure: Following the procedure as described in EXAMPLE 4 and making non-critical variations using 6-methoxyspiro[1-benzofuran-3,3′-indol]-2′(1′H)-one to replace 5,6-dihydrospiro[benzo[1,2-b:5,4-b′]difuran-3,3′-indol]-2′(1′H)-one, and (R)-(tetrahydrofuran-2-yl)methyl 4-methylbenzenesulfonate to replace 2-(bromomethyl)tetrahydro-2H-pyran, 6-methoxy-1′-[(2R)-tetrahydrofuran-2-ylmethyl]spiro[1-benzofuran-3,3′-indol]-2′(1′H)-one was obtained (54%) as a colorless liquid: 1H NMR (300 MHz, CDCl3) (diastereomer... The reactants are FC=1C=C(C=CC1C)S(=O)(=O)Cl (3-fluoro-4-methylbenzenesulphonyl chloride), BrN1C(CCC1=O)=O (N-bromosuccinimide), C(C1=CC=CC=C1)(=O)OOC(C1=CC=CC=C1)=O (dibenzoyl peroxide). Run in C(Cl)(Cl)(Cl)Cl (carbon tetrachloride). The product is petroleum ether toluene, BrCC1=C(C=C(C=C1)S(=O)(=O)Cl)F (4-(Bromomethyl)-3-fluorobenzenesulphonyl chloride). RXN SMILES: [F:1][C:2]1[CH:3]=[C:4]([S:9]([Cl:12])(=[O:11])=[O:10])[CH:5]=[CH:6][C:7]=1[CH3:8].[Br:13]N1C(=O)CCC1=O.C(OOC(=O)C1C=CC=CC=1)(=O)C1C=CC=CC=1>C(Cl)(Cl)(Cl)Cl>[Br:13][CH2:8][C:7]1[CH:6]=[CH:5][C:4]([S:9]([Cl:12])(=[O:11])=[O:10])=[CH:3][C:2]=1[F:1]. Procedure details: 20.9 g (0.1 mol) of 3-fluoro-4-methylbenzenesulphonyl chloride are taken up in 200 ml of carbon tetrachloride and, after addition of 19.6 g (0.11 mol) of N-bromosuccinimide and 0.3 g of dibenzoyl peroxide, the mixture is heated under reflux for 5 hours. After cooling, the solids are filtered off and the filtrate is freed from the solvent. Flash chromatography with petroleum ether/toluene (4:1), 50 μm particle size, gives 12.4 g (44% of theory) of the title compound. Rf : 0.42 (petroleum ether/to... The reactants are 1-[, ClC1=CC=C(OCCCONC(=N)NC(=N)NC(C)C)C=C1 (3(4-Chlorophenoxy)propyloxy-5-isopropylbiguanide), C(CCC(=O)O)(=O)O (succinic acid), O (water). Solvent: C(C)O (ethanol). Product: C(CCC(=O)O)(=O)O.ClC1=CC=C(OCCCONC(=N)NC(=N)NC(C)C)C=C1.ClC1=CC=C(OCCCONC(=N)NC(=N)NC(C)C)C=C1 (1-[3-(4-Chlorophenoxy)propyloxy]-5-isopropylbiguanide hemisuccinate). Yield: 94.3%. RXN SMILES: [Cl:1][C:2]1[CH:22]=[CH:21][C:5]([O:6][CH2:7][CH2:8][CH2:9][O:10][NH:11][C:12]([NH:14][C:15]([NH:17][CH:18]([CH3:20])[CH3:19])=[NH:16])=[NH:13])=[CH:4][CH:3]=1.[C:23]([OH:30])(=[O:29])[CH2:24][CH2:25][C:26]([OH:28])=[O:27].O>C(O)C>[C:23]([OH:30])(=[O:29])[CH2:24][CH2:25][C:26]([OH:28])=[O:27].[Cl:1][C:2]1[CH:3]=[CH:4][C:5]([O:6][CH2:7][CH2:8][CH2:9][O:10][NH:11][C:12]([NH:14][C:15]([NH:17][CH:18]([CH3:19])[CH3:20])=[NH:16])=[NH:13])=[CH:21][CH:22]=1.[Cl:1][C:2]1[CH:3]=[CH:4][C:5]([O:6][CH2:7][CH2:8][CH2:9][O:10][NH:11][C:12]([NH:14][C:15]([NH:17][CH:18]([CH3:19])[CH3:20])=[NH:16])=[NH:13])=[CH:21][CH:22]=1 |f:4.5.6|. Reported procedure: A mixture of 3.278 g (10 mmoles) of 1-[3(4-Chlorophenoxy)propyloxy-5-isopropylbiguanide and 0.594 g (5.0 mmoles) of succinic acid were dissolved in 7 mL of hot ethanol and 11 mL of water was added dropwise with heating. The solution was allowed to cool to room temperature. The precipitate was collected, washed with 4 mL of ice-cold 50% ethanol and dried at 105° C. for 2 hours to yield 3.65 g (94.3%) of product mp 149-5-150° C. 1H-NMR(DMSO-d6) δ1.05 (d, 6H), 2.0 (m, 2H), 3.75-4.10 (m, 5H), 5.45 (...